From a dataset of the Open Reaction Database (ORD), a public repository of structured organic reaction records. describe an organic reaction: reactants, conditions, products, and yield Starting materials: [Br-], CC(=O)c1cccc2c1CCC2, C1CCOC1, CCOC(C)=O, C[Mg+]. The product is CC(C)(O)c1cccc2c1CCC2. As a reaction SMILES: [Br-:1].[C:4]([CH3:5])(=[O:6])[c:7]1[c:8]2[c:12]([cH:13][cH:14][cH:15]1)[CH2:11][CH2:10][CH2:9]2.[CH2:16]1[O:17][CH2:18][CH2:19][CH2:20]1.[CH3:21][CH2:22][O:23][C:24](=[O:25])[CH3:26].[CH3:2][Mg+:3]>>[CH3:2][C:4]([CH3:5])([OH:6])[c:7]1[c:8]2[c:12]([cH:13][cH:14][cH:15]1)[CH2:11][CH2:10][CH2:9]2. Reactants: C(C)OCC (Diethyl ether), O=C1CCN(CC1)C(=O)OC(C)(C)C (tert-butyl 4-oxopiperidine-1-carboxylate), [C-]#N.[Na+] (sodium cyanide), C(O)([O-])=O.[Na+] (sodium hydrogen carbonate). The solvent is O (water). Conditions: time 1.5 hour. Product: C(#N)C=1CCN(CC1)C(=O)OC(C)(C)C (tert-butyl 4-cyano-1,2,3,6-tetrahydropyridine-1-carboxylate). Yield: 78.7%. Reaction SMILES: C(OCC)C.O=[C:7]1[CH2:12][CH2:11][N:10]([C:13]([O:15][C:16]([CH3:19])([CH3:18])[CH3:17])=[O:14])[CH2:9][CH2:8]1.[C-:20]#[N:21].[Na+].C(=O)([O-])O.[Na+]>O>[C:20]([C:7]1[CH2:12][CH2:11][N:10]([C:13]([O:15][C:16]([CH3:19])([CH3:18])[CH3:17])=[O:14])[CH2:9][CH:8]=1)#[N:21] |f:2.3,4.5|. Procedure details: Diethyl ether (15 ml) and 8 ml of water were added to 790 mg of tert-butyl 4-oxopiperidine-1-carboxylate, 216 mg of sodium cyanide and 672 mg of sodium hydrogen carbonate and the solution was stirred at room temperature for 1.5 hours. The resulting product was extracted with ether, washed with water and a saturated saline solution and dried over sodium sulfate. After the solvent was evaporated in vacuo, 10 ml of chloroform, 0.84 ml of triethylamine and 0.34 ml of methanesulfonyl chloride were ad...